This data is from the Open Reaction Database (ORD), a public repository of structured organic reaction records. The task is: describe an organic reaction: reactants, conditions, products, and yield Reactants: ClC1=CC=C(S1)CN1CC(OCC1)CN (1{4-[(5-Chlorothien-2-yl)methyl]morpholin-2-yl}methanamine), Intermediate 19, FC1=CC=C(CCl)C=C1 (4-fluorobenzyl chloride). The product is Intermediate 21, FC1=CC=C(CN2CC(OCC2)CN)C=C1 (1-[4-(4-Fluorobenzyl)morpholin-2-yl]methanamine). Reaction SMILES: ClC1SC(C[N:8]2[CH2:13][CH2:12][O:11][CH:10]([CH2:14][NH2:15])[CH2:9]2)=CC=1.[F:16][C:17]1[CH:24]=[CH:23][C:20]([CH2:21]Cl)=[CH:19][CH:18]=1>>[F:16][C:17]1[CH:24]=[CH:23][C:20]([CH2:21][N:8]2[CH2:13][CH2:12][O:11][CH:10]([CH2:14][NH2:15])[CH2:9]2)=[CH:19][CH:18]=1. Procedure: Intermediate 21 was prepared in an analogous manner to Intermediate 1 (Alternative Procedure) from Intermediate 19 and 4-fluorobenzyl chloride, followed by deprotection to yield the title compound. The reactants are ClC1=NC2=CC=CC=C2C(=N1)Cl (2,4-dichloroquinazoline), N1CCCCC1 (piperidine), CC1=NNC(=C1)C (3,5-dimethylpyrazole). Yields the product Cl.CC1=NN(C(=C1)C)C1=NC2=CC=CC=C2C(=N1)N1CCCCC1 (2-(3,5-Dimethyl-pyrazol-1-yl)-4-piperidin-1-yl-quinazoline, Hydrochloride). RXN SMILES: [Cl:1][C:2]1[N:11]=[C:10](Cl)[C:9]2[C:4](=[CH:5][CH:6]=[CH:7][CH:8]=2)[N:3]=1.[NH:13]1[CH2:18][CH2:17][CH2:16][CH2:15][CH2:14]1.[CH3:19][C:20]1[CH:24]=[C:23]([CH3:25])[NH:22][N:21]=1>>[ClH:1].[CH3:19][C:20]1[CH:24]=[C:23]([CH3:25])[N:22]([C:2]2[N:11]=[C:10]([N:13]3[CH2:18][CH2:17][CH2:16][CH2:15][CH2:14]3)[C:9]3[C:4](=[CH:5][CH:6]=[CH:7][CH:8]=3)[N:3]=2)[N:21]=1 |f:3.4|. Procedure: Was prepared according to Method A from 2,4-dichloroquinazoline, piperidine and 3,5-dimethylpyrazole. Mp. 157° C. Reactants: O=C1CCC(=O)N1Cl, ClCCl, Clc1ncnc2[nH]ccc12. Yields the product Clc1c[nH]c2ncnc(Cl)c12. As a reaction SMILES: [Cl:11][N:12]1[C:13](=[O:14])[CH2:15][CH2:16][C:17]1=[O:18].[Cl:19][CH2:20][Cl:21].[Cl:1][c:2]1[c:3]2[c:4]([n:5][cH:6][n:7]1)[nH:8][cH:9][cH:10]2>>[Cl:1][c:2]1[c:3]2[c:4]([n:5][cH:6][n:7]1)[nH:8][cH:9][c:10]2[Cl:11].